From a dataset of the Open Reaction Database (ORD), a public repository of structured organic reaction records. describe an organic reaction: reactants, conditions, products, and yield Yields the product CC(CO)Nc1ccc(Cl)c(Cl)c1. Starting materials: B, C1CCOC1, CC(Nc1ccc(Cl)c(Cl)c1)C(=O)O, C1CCOC1. RXN SMILES: [BH3:6].[CH2:21]1[O:22][CH2:23][CH2:24][CH2:25]1.[Cl:7][c:8]1[cH:9][c:10]([NH:15][CH:16]([C:17](=[O:18])[OH:19])[CH3:20])[cH:11][cH:12][c:13]1[Cl:14].[O:1]1[CH2:2][CH2:3][CH2:4][CH2:5]1>>[Cl:7][c:8]1[cH:9][c:10]([NH:15][CH:16]([CH2:17][OH:18])[CH3:20])[cH:11][cH:12][c:13]1[Cl:14]. Reactants: COC(C1=CC(=C(C(=C1)F)O)NS(=O)(=O)C1=C(C=CC(=C1)Cl)OC)=O (3-(5-chloro-2-methoxy-benzenesulfonylamino)-5-fluoro-4-hydroxy-benzoic acid methyl ester), BrCCBr (1,2-dibromoethane). Yields the product COC(=O)C=1C=C(C2=C(N(CCO2)S(=O)(=O)C2=C(C=CC(=C2)Cl)OC)C1)F (4-(5-chloro-2-methoxy-benzenesulfonyl)-8-fluoro-3,4-dihydro-2H-benzo[1,4]oxazine-6-carboxylic acid methyl ester). RXN SMILES: [CH3:1][O:2][C:3](=[O:25])[C:4]1[CH:9]=[C:8]([F:10])[C:7]([OH:11])=[C:6]([NH:12][S:13]([C:16]2[CH:21]=[C:20]([Cl:22])[CH:19]=[CH:18][C:17]=2[O:23][CH3:24])(=[O:15])=[O:14])[CH:5]=1.Br[CH2:27][CH2:28]Br>>[CH3:1][O:2][C:3]([C:4]1[CH:9]=[C:8]([F:10])[C:7]2[O:11][CH2:28][CH2:27][N:12]([S:13]([C:16]3[CH:21]=[C:20]([Cl:22])[CH:19]=[CH:18][C:17]=3[O:23][CH3:24])(=[O:15])=[O:14])[C:6]=2[CH:5]=1)=[O:25]. Reported procedure: The title compound, MS (ISP)=519.1 (M−H)−, was produced in analogy with example 36, steps 1-4. Step 1 was performed using 3-(5-chloro-2-methoxy-benzenesulfonylamino)-5-fluoro-4-hydroxy-benzoic acid methyl ester (example 44, step 2) and 1,2-dibromoethane, yielding 4-(5-chloro-2-methoxy-benzenesulfonyl)-8-fluoro-3,4-dihydro-2H-benzo[1,4]oxazine-6-carboxylic acid methyl ester, which was hydrolyzed in step 2 to afford 4-(5-chloro-2-methoxy-benzenesulfonyl)-8-fluoro-3,4-dihydro-2H-benzo[1,4]oxazine-6... Reactants: C(C=C)C1C(C=CC1(C)O)=O (2-Allyl-3-hydroxy-3-methyl-4-cyclopentenone), aqueous solution, CNC (dimethylamine). Run at time 30 minute. Yields the product C(C=C)C=1C(CC(C1C)N(C)C)=O (2-allyl-3-methyl-4-dimethylamino-2-cyclopentenone). The yield is 96.6%. As a reaction SMILES: [CH2:1]([CH:4]1[C:8](O)([CH3:9])[CH:7]=[CH:6][C:5]1=[O:11])[CH:2]=[CH2:3].[CH3:12][NH:13][CH3:14]>>[CH2:1]([C:4]1[C:5](=[O:11])[CH2:6][CH:7]([N:13]([CH3:14])[CH3:12])[C:8]=1[CH3:9])[CH:2]=[CH2:3]. Procedure details: 2-Allyl-3-hydroxy-3-methyl-4-cyclopentenone (15.2 g) was dropwise added to a 40% aqueous solution of dimethylamine (60 g) in the same flask as used in Example 1 at a temperature of 10° to 20° C. for 30 minutes. At the same temperature, the reaction mixture was kept for 1 hour. After completion of the reaction, the mixture was treated and purified in the same manner as in Example 1 to obtain 2-allyl-3-methyl-4-dimethylamino-2-cyclopentenone (17.3 g). Yield, 96.5%. nD20 1.4997. Reactants: Cl.Cl.C[Si](CCOCN1C=CC2=C1N=CN=C2C=2C=NN(C2)C2(CNC2)CC#N)(C)C ({3-[4-(7-{[2-(Trimethylsilyl)ethoxy]methyl}-7H-pyrrolo[2,3-d]pyrimidin-4-yl)-1H-pyrazol-1-yl]azetidin-3-yl}acetonitrile dihydrochloride), OCCC1=CC(=NC(=N1)C(F)(F)F)OC1CCC(CC1)=O (4-{[6-(2-hydroxyethyl)-2-(trifluoromethyl)pyrimidin-4-yl]oxy}cyclohexanone), C(C)(=O)O[BH-](OC(C)=O)OC(C)=O.[Na+] (Sodium triacetoxyborohydride). Run in O1CCCC1 (tetrahydrofuran). Run at temperature 20 celsius, time 16 hour. The product is OCCC1=CC(=NC(=N1)C(F)(F)F)OC1CCC(CC1)N1CC(C1)(N1N=CC(=C1)C=1C2=C(N=CN1)N(C=C2)COCC[Si](C)(C)C)CC#N ({1-(4-{[6-(2-hydroxyethyl)-2-(trifluoromethyl)pyrimidin-4-yl]oxy}cyclohexyl)-3-[4-(7-{[2-(trimethylsilyl)ethoxy]methyl}-7H-pyrrolo[2,3-d]pyrimidin-4-yl)-1H-pyrazol-1-yl]azetidin-3-yl}acetonitrile). The yield is 37.0%. RXN SMILES: Cl.Cl.[CH3:3][Si:4]([CH3:31])([CH3:30])[CH2:5][CH2:6][O:7][CH2:8][N:9]1[C:13]2[N:14]=[CH:15][N:16]=[C:17]([C:18]3[CH:19]=[N:20][N:21]([C:23]4([CH2:27][C:28]#[N:29])[CH2:26][NH:25][CH2:24]4)[CH:22]=3)[C:12]=2[CH:11]=[CH:10]1.[OH:32][CH2:33][CH2:34][C:35]1[N:40]=[C:39]([C:41]([F:44])([F:43])[F:42])[N:38]=[C:37]([O:45][CH:46]2[CH2:51][CH2:50][C:49](=O)[CH2:48][CH2:47]2)[CH:36]=1.C(O[BH-](OC(=O)C)OC(=O)C)(=O)C.[Na+]>O1CCCC1>[OH:32][CH2:33][CH2:34][C:35]1[N:40]=[C:39]([C:41]([F:44])([F:42])[F:43])[N:38]=[C:37]([O:45][CH:46]2[CH2:51][CH2:50][CH:49]([N:25]3[CH2:24][C:23]([CH2:27][C:28]#[N:29])([N:21]4[CH:22]=[C:18]([C:17]5[C:12]6[CH:11]=[CH:10][N:9]([CH2:8][O:7][CH2:6][CH2:5][Si:4]([CH3:30])([CH3:3])[CH3:31])[C:13]=6[N:14]=[CH:15][N:16]=5)[CH:19]=[N:20]4)[CH2:26]3)[CH2:48][CH2:47]2)[CH:36]=1 |f:0.1.2,4.5|. Procedure details: {3-[4-(7-{[2-(Trimethylsilyl)ethoxy]methyl}-7H-pyrrolo[2,3-d]pyrimidin-4-yl)-1H-pyrazol-1-yl]azetidin-3-yl}acetonitrile dihydrochloride (1.9 g, 3.9 mmol), and 4-{[6-(2-hydroxyethyl)-2-(trifluoromethyl)pyrimidin-4-yl]oxy}cyclohexanone (1.3 g, 4.3 mmol), in dry tetrahydrofuran (36 mL) were stirred for 15 min under nitrogen. Sodium triacetoxyborohydride (1.7 g, 8.2 mmol) was then added. The mixture was stirred at 20° C. for 16 hours. HPLC and LCMS analysis showed clean conversion to the trans and c... The reactants are Fc1ccc(Br)cc1, CON(C)C(=O)c1cn(-c2cccc(-c3ccccc3OC(F)(F)F)c2)cn1. Product: O=C(c1ccc(F)cc1)c1cn(-c2cccc(-c3ccccc3OC(F)(F)F)c2)cn1. As a reaction SMILES: [Br:29][c:30]1[cH:31][cH:32][c:33]([F:36])[cH:34][cH:35]1.[CH3:1][O:2][N:3]([C:4](=[O:5])[c:6]1[n:7][cH:8][n:9](-[c:11]2[cH:12][c:13](-[c:17]3[c:18]([O:23][C:24]([F:25])([F:26])[F:27])[cH:19][cH:20][cH:21][cH:22]3)[cH:14][cH:15][cH:16]2)[cH:10]1)[CH3:28]>>[C:4](=[O:5])([c:6]1[n:7][cH:8][n:9](-[c:11]2[cH:12][c:13](-[c:17]3[c:18]([O:23][C:24]([F:25])([F:26])[F:27])[cH:19][cH:20][cH:21][cH:22]3)[cH:14][cH:15][cH:16]2)[cH:10]1)[c:30]1[cH:31][cH:32][c:33]([F:36])[cH:34][cH:35]1.